This data is from the Open Reaction Database (ORD), a public repository of structured organic reaction records. The task is: describe an organic reaction: reactants, conditions, products, and yield Starting materials: 2.A, BrC1[C@@H]([C@@H]2CCC=C[C@H]12)O.BrC1([C@@H]([C@@H]2CCC=C[C@H]12)O)Br ((1S,6R,7R)-8,8-dibromobicyclo[4.2.0]oct-2-en-7-ol (1S,6R,7R)-8-bromobicyclo[4.2.0]oct-2-en-7-ol), ketones, ClC1(C([C@@H]2CCC=C[C@H]12)=O)Cl ((1S,6R)-8,8-dichlorobicyclo[4.2.0]oct-2-en-7-one). Product: ClC1([C@@H]([C@@H]2CCC=C[C@H]12)O)Cl ((1S,6R,7R)-8,8-dichlorobicyclo [4.2.0]oct-2-en-7-ol). RXN SMILES: [Cl:1][C:2]1([Cl:11])[C@@H:9]2[C@@H:4]([CH2:5][CH2:6][CH:7]=[CH:8]2)[C:3]1=[O:10].BrC1[C@@H]2[C@@H](CCC=C2)[C@H]1O.BrC1(Br)[C@@H]2[C@@H](CCC=C2)[C@H]1O>>[Cl:1][C:2]1([Cl:11])[C@@H:9]2[C@@H:4]([CH2:5][CH2:6][CH:7]=[CH:8]2)[C@H:3]1[OH:10] |f:1.2|. Procedure: Similarly, following the procedure in paragraph 2.A. above, but substituting other ketones from Example 1 for (1S,6R)-8,8-dichlorobicyclo[4.2.0]oct-2-en-7-one, the following compounds of formula (6) are prepared: (1S,6R,7R)-8,8-dibromobicyclo[4.2.0]oct-2-en-7-ol (1S,6R,7R)-8-bromobicyclo[4.2.0]oct-2-en-7-ol Reactants: BrC1=CC(=CC=2N=NSC21)I (7-bromo-5-iodo-1,2,3-benzothiadiazole), FC=1C=C(C=CC1)B(O)O (3-fluorophenylboronic acid), C([O-])([O-])=O.[K+].[K+] (potassium carbonate), O1CCOCC1 (1,4-dioxane). Solvent: O (water). Yields the product BrC1=CC(=CC=2N=NSC21)C2=CC(=CC=C2)F (7-bromo-5-(3-fluorophenyl)-1,2,3-benzothiadiazole). Yield: 82.8%. RXN SMILES: [Br:1][C:2]1[C:10]2[S:9][N:8]=[N:7][C:6]=2[CH:5]=[C:4](I)[CH:3]=1.[F:12][C:13]1[CH:14]=[C:15](B(O)O)[CH:16]=[CH:17][CH:18]=1.C(=O)([O-])[O-].[K+].[K+].O1CCOCC1>O>[Br:1][C:2]1[C:10]2[S:9][N:8]=[N:7][C:6]=2[CH:5]=[C:4]([C:17]2[CH:16]=[CH:15][CH:14]=[C:13]([F:12])[CH:18]=2)[CH:3]=1 |f:2.3.4|. Procedure details: A mixture of 7-bromo-5-iodo-1,2,3-benzothiadiazole (20 mg, 0.0586 mmol), 3-fluorophenylboronic acid (9.85 mg, 0.0704 mmol), 1,1′-bis(diphenylphosphino)ferrocenepalladium (II) dichloride dichloromethane complex (2.14 mg, 0.00293 mmol), potassium carbonate (24.3 mg, 0.176 mmol) and 4:1 1,4-dioxane:water (3 mL) was heated to 60° C. for 2 h. The solution was concentrated. Purification by ISCO chromatography (1 to 3% EtOAc:heptane) afforded 15 mg (83%) of the title compound as a white solid. 1H NMR (... Yields the product CN(C)c1ccc(CC(CS)C(=O)Nc2cccc(C(=O)O)c2)cc1. As a reaction SMILES: [C:1](=[O:2])([CH3:3])[S:4][CH2:5][CH:6]([C:7](=[O:8])[NH:9][c:10]1[cH:11][c:12]([C:13](=[O:14])[OH:15])[cH:16][cH:17][cH:18]1)[CH2:19][c:20]1[cH:21][cH:22][c:23]([N:26]([CH3:27])[CH3:28])[cH:24][cH:25]1.[CH3:32][OH:33].[ClH:31].[Na+:30].[OH-:29]>>[SH:4][CH2:5][CH:6]([C:7](=[O:8])[NH:9][c:10]1[cH:11][c:12]([C:13](=[O:14])[OH:15])[cH:16][cH:17][cH:18]1)[CH2:19][c:20]1[cH:21][cH:22][c:23]([N:26]([CH3:27])[CH3:28])[cH:24][cH:25]1. The reactants are CC(=O)SCC(Cc1ccc(N(C)C)cc1)C(=O)Nc1cccc(C(=O)O)c1, CO, Cl, [Na+], [OH-]. The reactants are CC1=CC2=C(OCC3=C(C2C(=O)O)C=CC=C3)C=C1 (6,11-dihydro-2-methyldibenz[b,e]-oxepin-11-carboxylic acid), ClC1=C(N)C(=CC=C1)C (2-chloro-6-methylaniline). Product: ClC1=C(C(=CC=C1)C)NC(=O)C1C2=C(OCC3=C1C=CC=C3)C=CC(=C2)C (N-(2-Chloro-6-methylphenyl)-6,11-dihydro-2-methyldibenz[b,e]-oxepin-11-carboxamide). Isolated yield 80.2%. As a reaction SMILES: [CH3:1][C:2]1[CH:19]=[CH:18][C:5]2[O:6][CH2:7][C:8]3[CH:17]=[CH:16][CH:15]=[CH:14][C:9]=3[CH:10]([C:11](O)=[O:12])[C:4]=2[CH:3]=1.[Cl:20][C:21]1[CH:27]=[CH:26][CH:25]=[C:24]([CH3:28])[C:22]=1[NH2:23]>>[Cl:20][C:21]1[CH:27]=[CH:26][CH:25]=[C:24]([CH3:28])[C:22]=1[NH:23][C:11]([CH:10]1[C:9]2[CH:14]=[CH:15][CH:16]=[CH:17][C:8]=2[CH2:7][O:6][C:5]2[CH:18]=[CH:19][C:2]([CH3:1])=[CH:3][C:4]1=2)=[O:12]. Procedure: The similar procedures as in Example 1 were repeated except using 1.40 g of Compound A and 0.72 g of 2-chloro-6-methylaniline in place of aniline to obtain 1.54 g of Compound 8. Starting materials: [I-].[K+] (potassium iodide), CC(C)([O-])C.[K+] (potassium tert-butoxide), ClCC(=C)CCl (2-chloromethyl-3-chloro-1-propene), N1=CC=CC2=CC=CC(=C12)O (8-quinolinol). Run in O (water), CN(C=O)C (dimethylformamide). The product is N1=CC=CC2=CC=CC(=C12)OCC(=C)COC=1C=CC=C2C=CC=NC12 (2-(8-quinolyloxy)methyl-3-(8-quinolyloxy)-1-propene). Isolated yield 23.4%. RXN SMILES: [N:1]1[C:10]2[C:5](=[CH:6][CH:7]=[CH:8][C:9]=2[OH:11])[CH:4]=[CH:3][CH:2]=1.[CH3:12][C:13](C)([O-:15])[CH3:14].[K+].Cl[CH2:19][C:20]([CH2:22]Cl)=[CH2:21].[I-].[K+]>O.CN(C)C=O>[N:1]1[C:10]2[C:5](=[CH:6][CH:7]=[CH:8][C:9]=2[O:11][CH2:19][C:20]([CH2:22][O:15][C:13]2[CH:14]=[CH:7][CH:6]=[C:5]3[C:12]=2[N:1]=[CH:2][CH:3]=[CH:4]3)=[CH2:21])[CH:4]=[CH:3][CH:2]=1 |f:1.2,4.5|. Procedure: Into 50 ml of dimethylformamide were dissolved 7.0 g (0.048 mol) of 8-quinolinol, to which 5.0 g (0.045 mol) of potassium tert-butoxide were added. The resulting mixture was stirred until a gas ceased generating and the liquid became transparent and thereafter mixed with 2.5 g (0.020 mol) of 2-chloromethyl-3-chloro-1-propene and a small amount of potassium iodide. The mixture was reacted at 70° C. for 24 hours with stirring. The reaction mixture was then cooled to room temperature, mixed with 15... The reactants are C1CCOC1, CC(C)(CO)c1ccc(F)cc1, [H-], CI, [Na+]. Yields the product COCC(C)(C)c1ccc(F)cc1. RXN SMILES: [CH2:17]1[O:18][CH2:19][CH2:20][CH2:21]1.[F:3][c:4]1[cH:5][cH:6][c:7]([C:10]([CH2:11][OH:12])([CH3:13])[CH3:14])[cH:8][cH:9]1.[H-:1].[I:15][CH3:16].[Na+:2]>>[F:3][c:4]1[cH:5][cH:6][c:7]([C:10]([CH2:11][O:12][CH3:16])([CH3:13])[CH3:14])[cH:8][cH:9]1. The reactants are C1(=CC=C(C=C1)S(=O)(=O)O)C (para-toluenesulfonic acid), C(=O)C=1C=CC=2N(C1)C=C(N2)C(=O)NC2=CC=CC=C2 (6-formyl-N-phenylimidazo[1,2-a]pyridine-2-carboxamide), C(=O)C=1C=CC=2N(C1)C=C(N2)C(=O)NC2=CC=CC=C2 (6-formyl-N-phenylimidazo[1,2-a]pyridine-2-carboxamide), C1(=CC=C(C=C1)S(=O)(=O)O)C (para-toluenesulfonic acid), C1(=CC=CC=C1)C (toluene). The solvent is CO (methanol), C(CO)O (ethylene glycol), C(CO)O (ethylene glycol). Yields the product O1C(OCC1)C=1C=CC=2N(C1)C=C(N2)C(=O)NC2=CC=CC=C2 (6-(1,3-Dioxolan-2-yl)-N-phenylimidazo[1,2-a]pyridine-2-carboxamide). RXN SMILES: [CH:1]([C:3]1[CH:4]=[CH:5][C:6]2[N:7]([CH:9]=[C:10]([C:12]([NH:14][C:15]3[CH:20]=[CH:19][CH:18]=[CH:17][CH:16]=3)=[O:13])[N:11]=2)[CH:8]=1)=[O:2].C1(C)C=CC(S(O)(=O)=[O:28])=CC=1.[C:32]1([CH3:38])C=CC=CC=1>CO.C(O)CO>[O:2]1[CH2:38][CH2:32][O:28][CH:1]1[C:3]1[CH:4]=[CH:5][C:6]2[N:7]([CH:9]=[C:10]([C:12]([NH:14][C:15]3[CH:20]=[CH:19][CH:18]=[CH:17][CH:16]=3)=[O:13])[N:11]=2)[CH:8]=1. Procedure details: To a solution of 137 mg of 6-formyl-N-phenylimidazo[1,2-a]pyridine-2-carboxamide (Intermediate 8) in 5 mL of toluene are added 45 μL of ethylene glycol, 169 mg of para-toluenesulfonic acid and molecular sieves. The mixture is refluxed for 24 hours in a round-bottomed flask equipped with Dean-Stark apparatus, and then cooled, filtered, diluted with 100 mL of dichloromethane and washed with 2N sodium hydroxide and with water. The organic phases are dried and concentrated to dryness to give a mixtu...